From a dataset of the Open Reaction Database (ORD), a public repository of structured organic reaction records. describe an organic reaction: reactants, conditions, products, and yield Starting materials: CCCCCCCCCCCCCCCCOc1cc(O)c(NC(C)=O)cc1C(C)(CC)CCCC, CCO, Cl. Reaction SMILES: [C:2](=[O:3])([CH3:4])[NH:5][c:6]1[c:7]([OH:37])[cH:8][c:9]([O:20][CH2:21][CH2:22][CH2:23][CH2:24][CH2:25][CH2:26][CH2:27][CH2:28][CH2:29][CH2:30][CH2:31][CH2:32][CH2:33][CH2:34][CH2:35][CH3:36])[c:10]([C:12]([CH2:13][CH2:14][CH2:15][CH3:16])([CH3:17])[CH2:18][CH3:19])[cH:11]1.[CH3:38][CH2:39][OH:40].[ClH:1]>>[NH2:5][c:6]1[c:7]([OH:37])[cH:8][c:9]([O:20][CH2:21][CH2:22][CH2:23][CH2:24][CH2:25][CH2:26][CH2:27][CH2:28][CH2:29][CH2:30][CH2:31][CH2:32][CH2:33][CH2:34][CH2:35][CH3:36])[c:10]([C:12]([CH2:13][CH2:14][CH2:15][CH3:16])([CH3:17])[CH2:18][CH3:19])[cH:11]1. The product is CCCCCCCCCCCCCCCCOc1cc(O)c(N)cc1C(C)(CC)CCCC.